This data is from the Open Reaction Database (ORD), a public repository of structured organic reaction records. The task is: describe an organic reaction: reactants, conditions, products, and yield The reactants are [N+](=O)([O-])C=1C=C(CN)C=CC1 (3-nitrobenzylamine), ClC=1N=C(C2=C(N1)SC(=C2)CC)Cl (2,4-dichloro-6-ethyl-thieno-[2,3-d]-pyrimidine). Product: ClC=1N=C(C2=C(N1)SC(=C2)CC)NCC2=CC(=CC=C2)[N+](=O)[O-] (2-chloro-6-ethyl-4-(3-nitrobenzylamino)-thieno-[2,3-d]-pyrimidine). Reaction SMILES: [N+:1]([C:4]1[CH:5]=[C:6]([CH:9]=[CH:10][CH:11]=1)[CH2:7][NH2:8])([O-:3])=[O:2].[Cl:12][C:13]1[N:14]=[C:15](Cl)[C:16]2[CH:21]=[C:20]([CH2:22][CH3:23])[S:19][C:17]=2[N:18]=1>>[Cl:12][C:13]1[N:14]=[C:15]([NH:8][CH2:7][C:6]2[CH:9]=[CH:10][CH:11]=[C:4]([N+:1]([O-:3])=[O:2])[CH:5]=2)[C:16]2[CH:21]=[C:20]([CH2:22][CH3:23])[S:19][C:17]=2[N:18]=1. Procedure details: Following the procedure of Example 1, the reaction of 3-nitrobenzylamine with 2,4-dichloro-6-ethyl-thieno-[2,3-d]-pyrimidine yields 2-chloro-6-ethyl-4-(3-nitrobenzylamino)-thieno-[2,3-d]-pyrimidine The product is C(C)(=O)NC1=CC=C(C=C1)OC (p-acetamidoanisole). Yield: 138.4%. Run in CN(C=O)C (dimethylformamide). Reported procedure: To a three-necked 100 ml flask equipped for reflux and fitted with a mechanical stirrer was added 10 ml (0.12 mol) of diemthyl sulfite, 2.0 g (0.014 mol) of potassium carbonate, 10 ml dimethylformamide and 5.0 g (0.033 mol) of p-acetamidophenol. The mixture was heated to 100° C. for six hours then quenched while hot with 200 ml of water. The solution was made basic with dilute caustic and the organic materials were extracted into methylene chloride. The extracts were concentrated in vacuo to giv... Conditions: temperature 100 celsius. The reactants are S(=O)([O-])[O-] (sulfite), C([O-])([O-])=O.[K+].[K+] (potassium carbonate), C(C)(=O)NC1=CC=C(C=C1)O (p-acetamidophenol). As a reaction SMILES: S([O-])([O-])=O.[C:5](=[O:8])([O-])[O-].[K+].[K+].[C:11]([NH:14][C:15]1[CH:20]=[CH:19][C:18](O)=[CH:17][CH:16]=1)(=[O:13])[CH3:12]>CN(C)C=O>[C:11]([NH:14][C:15]1[CH:20]=[CH:19][C:18]([O:8][CH3:5])=[CH:17][CH:16]=1)(=[O:13])[CH3:12] |f:1.2.3|. Reactants: CCOC(=O)c1cnc(SC)nc1Nc1ccc2cn[nH]c2c1, CO, NC1CC1, O. The product is CSc1ncc(C(=O)NC2CC2)c(Nc2ccc3cn[nH]c3c2)n1. As a reaction SMILES: [CH2:3]([O:4][C:6](=[O:7])[c:8]1[c:9]([NH:16][c:17]2[cH:18][cH:19][c:20]3[cH:21][n:22][nH:23][c:24]3[cH:25]2)[n:10][c:11]([S:14][CH3:15])[n:12][cH:13]1)[CH3:5].[CH3:1][OH:2].[CH:26]1([NH2:29])[CH2:27][CH2:28]1.[OH2:30]>>[C:6](=[O:7])([c:8]1[c:9]([NH:16][c:17]2[cH:18][cH:19][c:20]3[cH:21][n:22][nH:23][c:24]3[cH:25]2)[n:10][c:11]([S:14][CH3:15])[n:12][cH:13]1)[NH:29][CH:26]1[CH2:27][CH2:28]1. Reactants: C(C1=CC=CC=C1)ONC(=O)C=1C(=NC(=C(C1)F)N1CCCC1)NC1CC1 (N-benzyloxy-2-cyclopropylamino-5-fluoro-6-pyrrolidinyl-3-pyridinecarboxamide), C(=O)(N1C=NC=C1)N1C=NC=C1 (1,1′-carbonyldiimidazole). The solvent is C(Cl)(Cl)Cl (chloroform). Yields the product C(C1=CC=CC=C1)ON1C(N(C2=C(C1=O)C=C(C(=N2)N2CCCC2)F)C2CC2)=O (3-Benzyloxy-1-cyclopropyl-6-fluoro-7-pyrrolidinyl-1H-pyrido[2,3-d]pyrimidine-2,4-dione). Yield: 74.5%. As a reaction SMILES: [CH2:1]([O:8][NH:9][C:10]([C:12]1[C:13]([NH:24][CH:25]2[CH2:27][CH2:26]2)=[N:14][C:15]([N:19]2[CH2:23][CH2:22][CH2:21][CH2:20]2)=[C:16]([F:18])[CH:17]=1)=[O:11])[C:2]1[CH:7]=[CH:6][CH:5]=[CH:4][CH:3]=1.[C:28](N1C=CN=C1)(N1C=CN=C1)=[O:29]>C(Cl)(Cl)Cl>[CH2:1]([O:8][N:9]1[C:10](=[O:11])[C:12]2[CH:17]=[C:16]([F:18])[C:15]([N:19]3[CH2:20][CH2:21][CH2:22][CH2:23]3)=[N:14][C:13]=2[N:24]([CH:25]2[CH2:27][CH2:26]2)[C:28]1=[O:29])[C:2]1[CH:7]=[CH:6][CH:5]=[CH:4][CH:3]=1. Reported procedure: A solution of N-benzyloxy-2-cyclopropylamino-5-fluoro-6-pyrrolidinyl-3-pyridinecarboxamide (Example I-2, 155 mg, 0.44 mmol) and 1,1′-carbonyldiimidazole (CDI) (142 mg, 0.88 mmol) in chloroform (2 mL) was refluxed overnight. The mixture was concentrated and purified by flash chromatography on a silica gel column with dichloromethane as eluent giving 130 mg of the title compound as a solid, mp 184-186° C.